The task is: describe an organic reaction: reactants, conditions, products, and yield. This data is from the Open Reaction Database (ORD), a public repository of structured organic reaction records. Starting materials: O (water), ClC=1C=CC(=C(C=O)C1)F (5-chloro-2-fluoro-benzaldehyde), C(C)(C)(C)OC(=O)N1CCNCC1 (Piperazine-1-carboxylic acid tert-butyl ester), C(=O)([O-])[O-].[K+].[K+] (K2CO3). The solvent is CN(C)C=O (DMF). Conditions: temperature 150 celsius. The product is C(C)(C)(C)OC(=O)N1CCN(CC1)C1=C(C=C(C=C1)Cl)C=O (4-(4-chloro-2-formyl-phenyl)-piperazine-1-carboxylic acid tert-butyl ester). The yield is 44.0%. RXN SMILES: [Cl:1][C:2]1[CH:3]=[CH:4][C:5](F)=[C:6]([CH:9]=1)[CH:7]=[O:8].[C:11]([O:15][C:16]([N:18]1[CH2:23][CH2:22][NH:21][CH2:20][CH2:19]1)=[O:17])([CH3:14])([CH3:13])[CH3:12].C([O-])([O-])=O.[K+].[K+].O>CN(C=O)C>[C:11]([O:15][C:16]([N:18]1[CH2:23][CH2:22][N:21]([C:5]2[CH:4]=[CH:3][C:2]([Cl:1])=[CH:9][C:6]=2[CH:7]=[O:8])[CH2:20][CH2:19]1)=[O:17])([CH3:14])([CH3:12])[CH3:13] |f:2.3.4|. Procedure: A mixture of 5-chloro-2-fluoro-benzaldehyde (10 g, 63 mmol), Piperazine-1-carboxylic acid tert-butyl ester (12 g, 63 mmol), K2CO3 (17 g, 123 mmol) in DMF (60 mL) was heated at 150° C. for 2 h. After cooled to room temperature, the mixture was poured into water (300 mL) and partitioned between diethyl ether and water. The combined organic phases were washed with water, dried over anhydrous Na2SO4 and concentrated. The residue was purified by flash column to give the title compound as a yellow sol... The reactants are [Al+3], COC(=O)C(COCc1ccccc1)NC(c1ccccc1)(c1ccccc1)c1ccccc1, CCOCC, [H-], [H-], [H-], [H-], [Li+], [Na+], [OH-], O. Yields the product OCC(COCc1ccccc1)NC(c1ccccc1)(c1ccccc1)c1ccccc1. RXN SMILES: [Al+3:36].[CH2:1]([c:2]1[cH:3][cH:4][cH:5][cH:6][cH:7]1)[O:8][CH2:9][CH:10]([NH:11][C:12]([c:13]1[cH:14][cH:15][cH:16][cH:17][cH:18]1)([c:19]1[cH:20][cH:21][cH:22][cH:23][cH:24]1)[c:25]1[cH:26][cH:27][cH:28][cH:29][cH:30]1)[C:31](=[O:32])[O:33][CH3:34].[CH3:44][CH2:45][O:46][CH2:47][CH3:48].[H-:35].[H-:38].[H-:39].[H-:40].[Li+:37].[Na+:43].[OH-:42].[OH2:41]>>[CH2:1]([c:2]1[cH:3][cH:4][cH:5][cH:6][cH:7]1)[O:8][CH2:9][CH:10]([NH:11][C:12]([c:13]1[cH:14][cH:15][cH:16][cH:17][cH:18]1)([c:19]1[cH:20][cH:21][cH:22][cH:23][cH:24]1)[c:25]1[cH:26][cH:27][cH:28][cH:29][cH:30]1)[CH2:31][OH:32]. The reactants are ClC1=C(C=NC2=C(C=CC(=C12)OC)OC)C#N (4-chloro-5,8-dimethoxy-quinolin-3-carbonitrile), NC1=CC=C2C=NNC2=C1 (6-aminoindazole), C(C)OC(C)O (ethoxyethanol), C([O-])([O-])=O.[Na+].[Na+] (sodium carbonate). The solvent is O (water). Product: N1N=CC2=CC=C(C=C12)NC1=C(C=NC2=C(C=CC(=C12)OC)OC)C#N (4-(1H-indazol-6-ylamino)-5,8-dimethoxy-quinoline-3-carbonitrile). The yield is 91.9%. As a reaction SMILES: Cl[C:2]1[C:11]2[C:6](=[C:7]([O:14][CH3:15])[CH:8]=[CH:9][C:10]=2[O:12][CH3:13])[N:5]=[CH:4][C:3]=1[C:16]#[N:17].[NH2:18][C:19]1[CH:27]=[C:26]2[C:22]([CH:23]=[N:24][NH:25]2)=[CH:21][CH:20]=1.C(OC(O)C)C.C(=O)([O-])[O-].[Na+].[Na+]>O>[NH:25]1[C:26]2[C:22](=[CH:21][CH:20]=[C:19]([NH:18][C:2]3[C:11]4[C:6](=[C:7]([O:14][CH3:15])[CH:8]=[CH:9][C:10]=4[O:12][CH3:13])[N:5]=[CH:4][C:3]=3[C:16]#[N:17])[CH:27]=2)[CH:23]=[N:24]1 |f:3.4.5|. Procedure details: A mixture of 0.148 g of 4-chloro-5,8-dimethoxy-quinolin-3-carbonitrile, 0.093 g of 6-aminoindazole, and 5 ml of ethoxyethanol was stirred under nitrogen, at reflux temperature for 30 minutes. The mixture was cooled and added to 50 ml of water. To this mixture was added sodium carbonate to pH 9. The product was collected, washed with water, dried, and washed with 10 ml of hexanes-ethyl acetate (4:1) to give 0.189 g of 4-(1H-indazol-6-ylamino)-5,8-dimethoxy-quinoline-3-carbonitrile as a solid, mp ... Reactants: Cl, CNC(=O)c1c(-c2ccc(F)cc2)oc2ccc(-c3cc(C(=O)O)ccc3C)cc12, CN(C)C=O, O, NC1(c2ccnnc2)CC1. Product: CNC(=O)c1c(-c2ccc(F)cc2)oc2ccc(-c3cc(C(=O)NC4(c5ccnnc5)CC4)ccc3C)cc12. Reaction SMILES: [ClH:41].[F:1][c:2]1[cH:3][cH:4][c:5](-[c:8]2[o:9][c:10]3[c:11]([c:12]2[C:13]([NH:14][CH3:15])=[O:16])[cH:17][c:18](-[c:21]2[cH:22][c:23]([C:24](=[O:25])[OH:26])[cH:27][cH:28][c:29]2[CH3:30])[cH:19][cH:20]3)[cH:6][cH:7]1.[O:42]=[CH:43][N:44]([CH3:45])[CH3:46].[OH2:47].[n:31]1[n:32][cH:33][c:34]([C:37]2([NH2:40])[CH2:38][CH2:39]2)[cH:35][cH:36]1>>[F:1][c:2]1[cH:3][cH:4][c:5](-[c:8]2[o:9][c:10]3[c:11]([c:12]2[C:13]([NH:14][CH3:15])=[O:16])[cH:17][c:18](-[c:21]2[cH:22][c:23]([C:24](=[O:26])[NH:40][C:37]4([c:34]5[cH:33][n:32][n:31][cH:36][cH:35]5)[CH2:38][CH2:39]4)[cH:27][cH:28][c:29]2[CH3:30])[cH:19][cH:20]3)[cH:6][cH:7]1.